Dataset: the Open Reaction Database (ORD), a public repository of structured organic reaction records. Task: describe an organic reaction: reactants, conditions, products, and yield Starting materials: CC(=O)O, CCO, NN, NC(=O)CCCC1CCN(CCCCN2C(=O)C3C=CC=CC3C2=O)CC1, O. Yields the product NCCCCN1CCC(CCCC(N)=O)CC1. As a reaction SMILES: [CH3:31][C:32](=[O:33])[OH:34].[CH3:35][CH2:36][OH:37].[NH2:29][NH2:30].[O:1]=[C:2]1[N:3]([CH2:12][CH2:13][CH2:14][CH2:15][N:16]2[CH2:17][CH2:18][CH:19]([CH2:22][CH2:23][CH2:24][C:25](=[O:26])[NH2:27])[CH2:20][CH2:21]2)[C:10](=[O:11])[CH:5]2[CH:4]1[CH:9]=[CH:8][CH:7]=[CH:6]2.[OH2:28]>>[NH2:3][CH2:12][CH2:13][CH2:14][CH2:15][N:16]1[CH2:17][CH2:18][CH:19]([CH2:22][CH2:23][CH2:24][C:25](=[O:26])[NH2:27])[CH2:20][CH2:21]1. Starting materials: CC(=O)OCCBr, O=C([O-])[O-], COc1cccc(-c2nc3ncc(-c4ccccc4)cc3n2Cc2ccccc2O)c1, CN(C)C=O, [K+], [K+], O. Product: COc1cccc(-c2nc3ncc(-c4ccccc4)cc3n2Cc2ccccc2OCCOC(C)=O)c1. As a reaction SMILES: [C:32]([CH3:33])(=[O:34])[O:35][CH2:36][CH2:37][Br:38].[C:44](=[O:45])([O-:46])[O-:47].[CH3:1][O:2][c:3]1[cH:4][c:5](-[c:9]2[n:10]([CH2:24][c:25]3[c:26]([OH:31])[cH:27][cH:28][cH:29][cH:30]3)[c:11]3[c:12]([n:13][cH:14][c:15](-[c:17]4[cH:18][cH:19][cH:20][cH:21][cH:22]4)[cH:16]3)[n:23]2)[cH:6][cH:7][cH:8]1.[CH:39]([N:40]([CH3:41])[CH3:42])=[O:43].[K+:48].[K+:49].[OH2:50]>>[CH3:1][O:2][c:3]1[cH:4][c:5](-[c:9]2[n:10]([CH2:24][c:25]3[c:26]([O:31][CH2:37][CH2:36][O:35][C:32]([CH3:33])=[O:34])[cH:27][cH:28][cH:29][cH:30]3)[c:11]3[c:12]([n:13][cH:14][c:15](-[c:17]4[cH:18][cH:19][cH:20][cH:21][cH:22]4)[cH:16]3)[n:23]2)[cH:6][cH:7][cH:8]1. The reactants are CC(C)(C)OC(=O)N1CCN(c2ccc(Nc3ncc4cc(C#N)n(C5CCCC5)c4n3)nc2)CC1, CCOCC. Product: N#Cc1cc2cnc(Nc3ccc(N4CCNCC4)cn3)nc2n1C1CCCC1. Reaction SMILES: [C:1]([O:2][C:3](=[O:4])[N:8]1[CH2:9][CH2:10][N:11]([c:14]2[cH:15][n:16][c:17]([NH:20][c:21]3[n:22][cH:23][c:24]4[c:25]([n:26]3)[n:27]([CH:32]3[CH2:33][CH2:34][CH2:35][CH2:36]3)[c:28]([C:30]#[N:31])[cH:29]4)[cH:18][cH:19]2)[CH2:12][CH2:13]1)([CH3:5])([CH3:6])[CH3:7].[CH3:37][CH2:38][O:39][CH2:40][CH3:41]>>[NH:8]1[CH2:9][CH2:10][N:11]([c:14]2[cH:15][n:16][c:17]([NH:20][c:21]3[n:22][cH:23][c:24]4[c:25]([n:26]3)[n:27]([CH:32]3[CH2:33][CH2:34][CH2:35][CH2:36]3)[c:28]([C:30]#[N:31])[cH:29]4)[cH:18][cH:19]2)[CH2:12][CH2:13]1. Solvent: S(O)(O)(=O)=O (sulphuric acid). Product: C(C1=CC=CC=C1)N1CCC(CC1)CC(C1=CC=CC=C1)(C1=CC=CC=C1)C(N)=O (1-Benzyl-4-(2-carbamoyl-2,2-diphenylethyl)piperidine). The reactants are C(C1=CC=CC=C1)N1CCC(CC1)CC(C1=CC=CC=C1)(C1=CC=CC=C1)C#N (1-benzyl-4-(2-cyano-2,2-diphenylethyl)piperidine), C([O-])([O-])=O.[Na+].[Na+] (sodium carbonate). Reported procedure: A solution of 1-benzyl-4-(2-cyano-2,2-diphenylethyl)piperidine (7.57 g, 19.9 mmol) (Example 23) in 90% sulphuric acid (45 ml) was heated at 100° C. for one hour, allowed to cool to room temperature, poured into ice, basified with saturated aqueous sodium carbonate solution and extracted into dichloromethane. The combined organic extracts were dried over magnesium sulphate and evaporated. The residue was purified by chromatography on silica using dichloromethane plus 0-10% methanol as eluant. App... The yield is 13.0%. As a reaction SMILES: [CH2:1]([N:8]1[CH2:13][CH2:12][CH:11]([CH2:14][C:15]([C:28]#[N:29])([C:22]2[CH:27]=[CH:26][CH:25]=[CH:24][CH:23]=2)[C:16]2[CH:21]=[CH:20][CH:19]=[CH:18][CH:17]=2)[CH2:10][CH2:9]1)[C:2]1[CH:7]=[CH:6][CH:5]=[CH:4][CH:3]=1.C(=O)([O-])[O-:31].[Na+].[Na+]>S(=O)(=O)(O)O>[CH2:1]([N:8]1[CH2:13][CH2:12][CH:11]([CH2:14][C:15]([C:28](=[O:31])[NH2:29])([C:22]2[CH:27]=[CH:26][CH:25]=[CH:24][CH:23]=2)[C:16]2[CH:17]=[CH:18][CH:19]=[CH:20][CH:21]=2)[CH2:10][CH2:9]1)[C:2]1[CH:3]=[CH:4][CH:5]=[CH:6][CH:7]=1 |f:1.2.3|. Starting materials: NC=1C(=NC=NC1OC)N(C)C (5-amino-4-dimethylamino-6-methoxypyrimidine), C(C)OC(=O)NC[C@H](CCCCC)C1=C2C(=CC=C1)OCO2 (N-ethoxycarbonyl-(R)-2-(2, 3-methylenedioxyphenyl) heptylamine), 1, CCCCCCC=CCCC (undec-7-ene). The solvent is O1CCOCC1 (dioxane). Conditions: temperature 100 celsius, time 16 hour. The product is C1OC2=C(C=CC=C2O1)[C@H](CNC(=O)NC=1C(=NC=NC1OCC)N(C)C)CCCCC ((R)-1-[2-(2, 3-methylenedioxyphenyl) heptyl]-3-(4-dimethylamino-6-ethoxypyrimidine-5-yl) urea). Reaction SMILES: [NH2:1][C:2]1[C:3]([N:10]([CH3:12])[CH3:11])=[N:4][CH:5]=[N:6][C:7]=1[O:8][CH3:9].C([O:15][C:16]([NH:18][CH2:19][C@@H:20]([C:26]1[CH:31]=[CH:30][CH:29]=[C:28]2[O:32][CH2:33][O:34][C:27]=12)[CH2:21][CH2:22][CH2:23][CH2:24][CH3:25])=O)C.[CH3:35]CCCCCC=CCCC>O1CCOCC1>[CH2:33]1[O:32][C:28]2[C:27](=[C:26]([C@@H:20]([CH2:21][CH2:22][CH2:23][CH2:24][CH3:25])[CH2:19][NH:18][C:16]([NH:1][C:2]3[C:3]([N:10]([CH3:11])[CH3:12])=[N:4][CH:5]=[N:6][C:7]=3[O:8][CH2:9][CH3:35])=[O:15])[CH:31]=[CH:30][CH:29]=2)[O:34]1. Reported procedure: A mixture of 0.66 g of 5-amino-4-dimethylamino-6-methoxypyrimidine, 1.28 g of N-ethoxycarbonyl-(R)-2-(2, 3-methylenedioxyphenyl) heptylamine, 0.55 g of 1, 8-diazabicyclo [5, 4, 0] undec-7-ene and 10 ml of dioxane was stirred at 100° C. for 16 hours and the solvent evaporated. The residue was chromatographed on a silica gel column, eluting with ethyl acetate-n-hexane (2:1-3:1), and the product was dissolved in ether. The solution was washed with water and saturated saline in this order, dried ove... Reactants: C1=C(C)C=CC(C(C)C)=C1O (Thymol), C(C=1C(C(=O)OCC)=CC=CC1)(=O)OCC (Diethyl Phthalate). Product: C[C@@]12CC[C@H](C1(C)C)CC2=O (Camphor Gum). As a reaction SMILES: [CH:1]1[C:10]([OH:11])=[C:6]([CH:7]([CH3:9])[CH3:8])[CH:5]=[CH:4][C:2]=1C.[C:12](OCC)(=O)C1C(=CC=CC=1)C(OCC)=O>>[CH3:12][C@:6]12[C:10](=[O:11])[CH2:1][C@@H:2]([C:7]1([CH3:8])[CH3:9])[CH2:4][CH2:5]2. Procedure: Thymol--10% in Diethyl Phthalate: 2% Starting materials: Cc1ccc(NC(=O)Nc2cc(CN3CCN(C(=O)OC(C)(C)C)CC3)ccc2F)cn1, CC(=O)Cl, CO, Cl, C1COCCO1. Product: COC(=O)N1CCN(Cc2ccc(F)c(NC(=O)Nc3ccc(C)nc3)c2)CC1. As a reaction SMILES: [C:1]([CH3:2])([CH3:3])([CH3:4])[O:5][C:6](=[O:7])[N:8]1[CH2:9][CH2:10][N:11]([CH2:14][c:15]2[cH:16][c:17]([NH:22][C:23](=[O:24])[NH:25][c:26]3[cH:27][n:28][c:29]([CH3:32])[cH:30][cH:31]3)[c:18]([F:21])[cH:19][cH:20]2)[CH2:12][CH2:13]1.[CH3:34][C:35]([Cl:36])=[O:37].[CH3:38][OH:39].[ClH:33].[O:40]1[CH2:41][CH2:42][O:43][CH2:44][CH2:45]1>>[CH3:1][O:5][C:6](=[O:7])[N:8]1[CH2:9][CH2:10][N:11]([CH2:14][c:15]2[cH:16][c:17]([NH:22][C:23](=[O:24])[NH:25][c:26]3[cH:27][n:28][c:29]([CH3:32])[cH:30][cH:31]3)[c:18]([F:21])[cH:19][cH:20]2)[CH2:12][CH2:13]1. Reactants: C1CCOC1, CCOC(=O)CP(=O)(OCC)OCC, [Li]CCCC, COc1ccc2c(Oc3ccc(C=O)cc3)c(-c3ccco3)c(C)cc2c1. Yields the product CCOC(=O)C=Cc1ccc(Oc2c(-c3ccco3)c(C)cc3cc(OC)ccc23)cc1. As a reaction SMILES: [CH2:47]1[O:48][CH2:49][CH2:50][CH2:51]1.[CH3:28][CH2:29][O:30][C:31](=[O:32])[CH2:33][P:34]([O:35][CH2:36][CH3:37])([O:38][CH2:39][CH3:40])=[O:41].[CH3:42][CH2:43][CH2:44][CH2:45][Li:46].[o:1]1[c:2](-[c:6]2[c:7]([O:19][c:20]3[cH:21][cH:22][c:23]([CH:24]=[O:25])[cH:26][cH:27]3)[c:8]3[cH:9][cH:10][c:11]([O:17][CH3:18])[cH:12][c:13]3[cH:14][c:15]2[CH3:16])[cH:3][cH:4][cH:5]1>>[o:1]1[c:2](-[c:6]2[c:7]([O:19][c:20]3[cH:21][cH:22][c:23]([CH:24]=[CH:33][C:31]([O:30][CH2:29][CH3:28])=[O:32])[cH:26][cH:27]3)[c:8]3[cH:9][cH:10][c:11]([O:17][CH3:18])[cH:12][c:13]3[cH:14][c:15]2[CH3:16])[cH:3][cH:4][cH:5]1. Reactants: CC(CO)(C)C1=CC=NC=C1 (4-(1,1-dimethyl-2-hydroxyethyl)pyridine), [H-].[Na+] (sodium hydride), IC (iodomethane), O (water). The solvent is CN(C=O)C (dimethylformamide), CN(C=O)C (dimethylformamide). Reaction conditions: temperature -20 celsius, time 15 minute. Yields the product CC(COC)(C)C1=CC=NC=C1 (4-(1,1-dimethyl-2-methoxyethyl)pyridine). RXN SMILES: [CH3:1][C:2]([C:6]1[CH:11]=[CH:10][N:9]=[CH:8][CH:7]=1)([CH3:5])[CH2:3][OH:4].[H-].[Na+].I[CH3:15].O>CN(C)C=O>[CH3:5][C:2]([C:6]1[CH:7]=[CH:8][N:9]=[CH:10][CH:11]=1)([CH3:1])[CH2:3][O:4][CH3:15] |f:1.2|. Reported procedure: A solution of 4-(1,1-dimethyl-2-hydroxyethyl)pyridine (15 g) in dry dimethylformamide (150 ml) was treated with sodium hydride (80% oil dispersion; 3.3 g) under nitrogen at 0° C. with stirring. After 15 minutes at 0° C., this mixture was cooled to -20° C., and a solution of iodomethane (7.4 ml) in dry dimethylformamide (50 ml) was added dropwise during 5 minutes. The mixture which changed from a white to an orange precipitate was allowed to slowly warm to ambient temperature, and stirred overnig... Starting materials: C(C)(=O)OC(C)=O (acetyl acetate), C1(=C(C=CC=C1)CC#N)CC#N (1,2-phenylenediacetonitrile), C(C)O (ethyl alcohol), S(O)(O)(=O)=O (sulfuric acid), [OH-].[NH4+] (ammonium hydroxide), liquid. The solvent is CCCCCC (hexane). The product is C(C)OC(CC1=C(C=CC=C1)CC(=O)OCC)=O ((2-Ethoxycarbonylmethyl-phenyl)-acetic Acid ethyl ester). Reaction SMILES: [C:1]1([CH2:10][C:11]#N)[CH:6]=[CH:5][CH:4]=[CH:3][C:2]=1CC#N.S(=O)(=O)(O)O.[OH-:18].[NH4+].[C:20]([O:23][C:24](=[O:26])[CH3:25])(=O)[CH3:21].[CH2:27]([OH:29])[CH3:28]>CCCCCC>[CH2:27]([O:29][C:11](=[O:18])[CH2:10][C:1]1[CH:2]=[CH:3][CH:4]=[CH:5][C:6]=1[CH2:25][C:24]([O:23][CH2:20][CH3:21])=[O:26])[CH3:28] |f:2.3|. Reported procedure: 1,2-phenylenediacetonitrile (1.0 g, 6.40 mmol) was dissolved in 5 ml ethyl alcohol and 2 ml concentrated sulfuric acid in a 25 ml round bottom flask. The mixture was stirred and heated to reflux for 6 hours. After neutralizing the reaction solution with ammonium hydroxide, the result solution was extracted with ethyl acetate (3×50 ml). The organic phase was combined and dried with Na2SO4. Concentration of the ethyl acetate afforded a yellow liquid. Running column with hexane: acetyl acetate=10:1...